From a dataset of the Open Reaction Database (ORD), a public repository of structured organic reaction records. describe an organic reaction: reactants, conditions, products, and yield Product: FC=1C=C(C(=O)Cl)C=CC1[N+](=O)[O-] (3-Fluoro-4-nitro-benzoyl chloride). Starting materials: FC=1C=C(C(=O)O)C=CC1[N+](=O)[O-] (3-fluoro-4-nitro-benzoic acid), C(C(=O)Cl)(=O)Cl (oxalyl chloride), CN(C)C=O (DMF). As a reaction SMILES: [F:1][C:2]1[CH:3]=[C:4]([CH:8]=[CH:9][C:10]=1[N+:11]([O-:13])=[O:12])[C:5](O)=[O:6].C(Cl)(=O)C([Cl:17])=O.CN(C=O)C>C(Cl)Cl>[F:1][C:2]1[CH:3]=[C:4]([CH:8]=[CH:9][C:10]=1[N+:11]([O-:13])=[O:12])[C:5]([Cl:17])=[O:6]. The yield is 99.8%. Procedure details: Into a solution of 3-fluoro-4-nitro-benzoic acid (4.0 g, 21.6 mmol) in anhydrous CH2Cl2 (200 mL) at 0° C. was slowly added oxalyl chloride (2.45 mL, 28.0 mmol) and a drop of DMF. The solution was stirred and allowed to warm to RT overnight before concentrating under reduced pressure to give 3 (4.39 g, 100%). Run in C(Cl)Cl (CH2Cl2). Starting materials: O=Cc1cc(Cl)cc(Cl)c1O, O=C1Nc2cc(NC(=O)C3CCCC3)ccc2C1=Cc1cc(Cl)cc(Cl)c1O, O=C1Cc2ccc(NC(=O)C3CCCC3)cc2N1. Product: O=C(Nc1ccc2c(c1)NC(=O)C2Cc1cc(Cl)cc(Cl)c1O)C1CCCC1. RXN SMILES: [Cl:19][c:20]1[cH:21][c:22]([Cl:23])[cH:24][c:25]([CH:26]=[O:27])[c:28]1[OH:29].[Cl:30][c:31]1[c:32]([OH:57])[c:33]([CH:34]=[C:35]2[C:36](=[O:52])[NH:37][c:38]3[cH:39][c:40]([NH:44][C:45](=[O:46])[CH:47]4[CH2:48][CH2:49][CH2:50][CH2:51]4)[cH:41][cH:42][c:43]32)[cH:53][c:54]([Cl:56])[cH:55]1.[O:1]=[C:2]1[CH2:3][c:4]2[c:5]([cH:6][c:7]([NH:8][C:9]([CH:10]3[CH2:11][CH2:12][CH2:13][CH2:14]3)=[O:15])[cH:16][cH:17]2)[NH:18]1>>[Cl:30][c:31]1[c:32]([OH:57])[c:33]([CH2:34][CH:35]2[C:36](=[O:52])[NH:37][c:38]3[cH:39][c:40]([NH:44][C:45](=[O:46])[CH:47]4[CH2:48][CH2:49][CH2:50][CH2:51]4)[cH:41][cH:42][c:43]32)[cH:53][c:54]([Cl:56])[cH:55]1.